Dataset: the Open Reaction Database (ORD), a public repository of structured organic reaction records. Task: describe an organic reaction: reactants, conditions, products, and yield Starting materials: Cc1cc(Br)ccc1S(=O)(=O)Cl, COc1ccc(N2CC(C)NC(C)C2)cc1N, ClCCl. The product is COc1ccc(N2CC(C)NC(C)C2)cc1NS(=O)(=O)c1ccc(Br)cc1C. RXN SMILES: [Br:18][c:19]1[cH:20][c:21]([CH3:29])[c:22]([S:25](=[O:26])(=[O:27])[Cl:28])[cH:23][cH:24]1.[CH3:1][CH:2]1[CH2:3][N:4]([c:9]2[cH:10][cH:11][c:12]([O:16][CH3:17])[c:13]([NH2:14])[cH:15]2)[CH2:5][CH:6]([CH3:8])[NH:7]1.[Cl:30][CH2:31][Cl:32]>>[CH3:1][CH:2]1[CH2:3][N:4]([c:9]2[cH:10][cH:11][c:12]([O:16][CH3:17])[c:13]([NH:14][S:25]([c:22]3[c:21]([CH3:29])[cH:20][c:19]([Br:18])[cH:24][cH:23]3)(=[O:26])=[O:27])[cH:15]2)[CH2:5][CH:6]([CH3:8])[NH:7]1. The reactants are ClCCCBr, O=C([O-])[O-], COC(=O)c1ccc(O)c(OC)c1, CC(C)=O, [Cl-], [K+], [K+], [Na+]. The product is COC(=O)c1ccc(OCCCCl)c(OC)c1. RXN SMILES: [Br:14][CH2:15][CH2:16][CH2:17][Cl:18].[C:19](=[O:20])([O-:21])[O-:22].[CH3:1][O:2][C:3](=[O:4])[c:5]1[cH:6][cH:7][c:8]([OH:9])[c:10]([O:11][CH3:12])[cH:13]1.[CH3:27][C:28](=[O:29])[CH3:30].[Cl-:26].[K+:23].[K+:24].[Na+:25]>>[CH3:1][O:2][C:3](=[O:4])[c:5]1[cH:6][cH:7][c:8]([O:9][CH2:15][CH2:16][CH2:17][Cl:18])[c:10]([O:11][CH3:12])[cH:13]1. Reported procedure: The mixture of 3-(2-methanesulfonyl-pyrimidin-4-yl)-8-(4-methyl-piperazin-1-yl)-imidazo[1,2-a]pyrazine (from Example 46 supra) (150 mg, 0.402 mmol) and 4-chlorobenzylamine (228 mg, 1.608 mmol) was heated at 140° C. with stirring for 2 hours. The oil was purified by chromatography (silica gel, 10 g, 200˜300 mesh, eluting with dichloromethane:methanol, 30:1˜10:1) to afford the crude product (100 mg). The crude product was purified by prep-HPLC. Several drops of concentrated HCl were added to the f... Yields the product ClC1=CC=C(CNC2=NC=CC(=N2)C2=CN=C3N2C=CN=C3N3CCN(CC3)C)C=C1 ((4-chloro-benzyl)-{4-[8-(4-methyl-piperazin-1-yl)-imidazo[1,2-a]pyrazin-3-yl]-pyrimidin-2-yl}-amine). Run at temperature 140 celsius, time 2 hour. Starting materials: CS(=O)(=O)C1=NC=CC(=N1)C1=CN=C2N1C=CN=C2N2CCN(CC2)C (3-(2-methanesulfonyl-pyrimidin-4-yl)-8-(4-methyl-piperazin-1-yl)-imidazo[1,2-a]pyrazine), ClC1=CC=C(CN)C=C1 (4-chlorobenzylamine). As a reaction SMILES: CS([C:5]1[N:10]=[C:9]([C:11]2[N:15]3[CH:16]=[CH:17][N:18]=[C:19]([N:20]4[CH2:25][CH2:24][N:23]([CH3:26])[CH2:22][CH2:21]4)[C:14]3=[N:13][CH:12]=2)[CH:8]=[CH:7][N:6]=1)(=O)=O.[Cl:27][C:28]1[CH:35]=[CH:34][C:31]([CH2:32][NH2:33])=[CH:30][CH:29]=1>>[Cl:27][C:28]1[CH:35]=[CH:34][C:31]([CH2:32][NH:33][C:5]2[N:10]=[C:9]([C:11]3[N:15]4[CH:16]=[CH:17][N:18]=[C:19]([N:20]5[CH2:25][CH2:24][N:23]([CH3:26])[CH2:22][CH2:21]5)[C:14]4=[N:13][CH:12]=3)[CH:8]=[CH:7][N:6]=2)=[CH:30][CH:29]=1. Reactants: solution, [H-].COCCO[Al+]OCCOC (bis(2-methoxyethoxy)aluminum hydride), [OH-].[Na+] (caustic soda), C(CCCCCC)NC(C1=CC=C(C(=O)NCCCCCCC)C=C1)=O (N,N'-diheptylterephthalamide). Run in C1(=CC=CC=C1)C (toluene), C1(=CC=CC=C1)C (toluene). The product is C(CCCCCC)NCC1=CC=C(C=C1)CNCCCCCCC (N,N'-diheptyl-p-xylylenediamine). Yield: 97.6%. Reaction SMILES: [CH2:1]([NH:8][C:9](=O)[C:10]1[CH:25]=[CH:24][C:13]([C:14]([NH:16][CH2:17][CH2:18][CH2:19][CH2:20][CH2:21][CH2:22][CH3:23])=O)=[CH:12][CH:11]=1)[CH2:2][CH2:3][CH2:4][CH2:5][CH2:6][CH3:7].[H-].COCCO[Al+]OCCOC.[OH-].[Na+]>C1(C)C=CC=CC=1>[CH2:17]([NH:16][CH2:14][C:13]1[CH:12]=[CH:11][C:10]([CH2:9][NH:8][CH2:1][CH2:2][CH2:3][CH2:4][CH2:5][CH2:6][CH3:7])=[CH:25][CH:24]=1)[CH2:18][CH2:19][CH2:20][CH2:21][CH2:22][CH3:23] |f:1.2,3.4|. Reported procedure: To a mixture of 3.6 g N,N'-diheptylterephthalamide obtained in Example 1 and 60 ml toluene, was added dropwise 15.6 ml of a 70% solution of bis(2-methoxyethoxy)aluminum hydride in toluene. After heating under reflux for three hours, the reaction mixture was treated with 30 ml of 2.5N aqueous caustic soda solution under ice cooling, and the toluene layer separated was washed with saturated aqueous solution of sodium chloride and dried over a drying agent. Distilling off the solvent from the dried... Reactants: C1CCOC1, CNC, Cc1ccccc1, CN(C)C=O, O=C1C=C(O)C(c2ccc(N3CCOCC3)cc2)N1c1ccc2[nH]cnc2c1. Yields the product CN(C)C1=CC(=O)N(c2ccc3[nH]cnc3c2)C1c1ccc(N2CCOCC2)cc1. Reaction SMILES: [CH2:32]1[O:33][CH2:34][CH2:35][CH2:36]1.[CH3:29][NH:30][CH3:31].[CH3:37][c:38]1[cH:39][cH:40][cH:41][cH:42][cH:43]1.[O:44]=[CH:45][N:46]([CH3:47])[CH3:48].[nH:1]1[cH:2][n:3][c:4]2[c:5]1[cH:6][cH:7][c:8]([N:10]1[C:11](=[O:28])[CH:12]=[C:13]([OH:27])[CH:14]1[c:15]1[cH:16][cH:17][c:18]([N:21]3[CH2:22][CH2:23][O:24][CH2:25][CH2:26]3)[cH:19][cH:20]1)[cH:9]2>>[nH:1]1[cH:2][n:3][c:4]2[c:5]1[cH:6][cH:7][c:8]([N:10]1[C:11](=[O:28])[CH:12]=[C:13]([N:30]([CH3:29])[CH3:31])[CH:14]1[c:15]1[cH:16][cH:17][c:18]([N:21]3[CH2:22][CH2:23][O:24][CH2:25][CH2:26]3)[cH:19][cH:20]1)[cH:9]2. Reactants: C=Cc1cc(C(=O)OC)c(NC(C)=O)cc1C(F)(F)F, CSC, ClCCl, O=[O+][O-], O, c1ccc(P(c2ccccc2)c2ccccc2)cc1. Yields the product COC(=O)c1cc(C=O)c(C(F)(F)F)cc1NC(C)=O. As a reaction SMILES: [CH3:1][O:2][C:3]([c:4]1[c:5]([NH:16][C:17]([CH3:18])=[O:19])[cH:6][c:7]([C:12]([F:13])([F:14])[F:15])[c:8]([CH:10]=[CH2:11])[cH:9]1)=[O:20].[CH3:25][S:26][CH3:27].[Cl:47][CH2:48][Cl:49].[O-:21][O+:22]=[O:23].[O:24].[c:28]1([P:29]([c:30]2[cH:31][cH:32][cH:33][cH:34][cH:35]2)[c:36]2[cH:37][cH:38][cH:39][cH:40][cH:41]2)[cH:42][cH:43][cH:44][cH:45][cH:46]1>>[CH3:1][O:2][C:3]([c:4]1[c:5]([NH:16][C:17]([CH3:18])=[O:19])[cH:6][c:7]([C:12]([F:13])([F:14])[F:15])[c:8]([CH:10]=[O:21])[cH:9]1)=[O:20]. Starting materials: CCCCC(Br)C(=O)OC, CCOP(OCC)OCC. Product: CCCCC(C(=O)OC)P(=O)(OCC)OCC. As a reaction SMILES: [CH3:1][O:2][C:3]([CH:4]([CH2:5][CH2:6][CH2:7][CH3:8])[Br:9])=[O:10].[P:11]([O:12][CH2:13][CH3:14])([O:15][CH2:16][CH3:17])[O:18][CH2:19][CH3:20]>>[CH3:1][O:2][C:3]([CH:4]([CH2:5][CH2:6][CH2:7][CH3:8])[P:11]([O:12][CH2:13][CH3:14])([O:15][CH2:16][CH3:17])=[O:18])=[O:10]. As a reaction SMILES: [CH3:1][N:2]1[CH:6]=[C:5]([C:7]2[CH:12]=[CH:11][C:10]([N+:13]([O-])=O)=[CH:9][CH:8]=2)[N:4]=[CH:3]1>CO>[NH2:13][C:10]1[CH:9]=[CH:8][C:7]([C:5]2[N:4]=[CH:3][N:2]([CH3:1])[CH:6]=2)=[CH:12][CH:11]=1. Yields the product NC1=CC=C(C=C1)C=1N=CN(C1)C (4-(4-amino-phenyl)-1-methyl-imidazole). Reported procedure: Prepared by hydrogenation of 1-methyl-4-(4-nitro-phenyl)-imidazole in MeOH on palladium/charcoal (10%) at 20° C. and 3.5 bar. Solvent: CO (MeOH). Starting materials: CN1C=NC(=C1)C1=CC=C(C=C1)[N+](=O)[O-] (1-methyl-4-(4-nitro-phenyl)-imidazole).